Dataset: the Open Reaction Database (ORD), a public repository of structured organic reaction records. Task: describe an organic reaction: reactants, conditions, products, and yield Starting materials: M-indole, C1=CC=CC2=NC=C3C=CC=CC3=C12 (phenanthridine), COC1=CC=C(C(=O)Cl)C=C1 (4-methoxybenzoyl chloride), N1C=CC2=CC=CC=C12 (indole). The product is N1C=C(C2=CC=CC=C12)C1N(C=2C=CC=CC2C2=CC=CC=C12)C(=O)C1=CC=C(C=C1)OC ([6-(1H-Indol-3-yl)-6H-phenanthridin-5-yl]-(4-methoxy-phenyl)-methanone). Reaction SMILES: [CH:1]1[C:14]2[C:5](=[N:6][CH:7]=[C:8]3[C:13]=2[CH:12]=[CH:11][CH:10]=[CH:9]3)[CH:4]=[CH:3][CH:2]=1.[CH3:15][O:16][C:17]1[CH:25]=[CH:24][C:20]([C:21](Cl)=[O:22])=[CH:19][CH:18]=1.[NH:26]1[C:34]2[C:29](=[CH:30][CH:31]=[CH:32][CH:33]=2)[CH:28]=[CH:27]1>>[NH:26]1[C:34]2[C:29](=[CH:30][CH:31]=[CH:32][CH:33]=2)[C:28]([CH:7]2[C:8]3[C:13](=[CH:12][CH:11]=[CH:10][CH:9]=3)[C:14]3[CH:1]=[CH:2][CH:3]=[CH:4][C:5]=3[N:6]2[C:21]([C:20]2[CH:24]=[CH:25][C:17]([O:16][CH3:15])=[CH:18][CH:19]=2)=[O:22])=[CH:27]1. Reported procedure: [6-(1H-Indol-3-yl)-6H-phenanthridin-5-yl]-(4-methoxy-phenyl)-methanone was prepared from phenanthridine, 4-methoxybenzoyl chloride, and indole according to GP 2. Yield, 67%. 1H-NMR (DMSO-d6): δ=3.72 (s, 3H), 6.20 (dd, J=2.5 Hz, J=0.8 Hz, 1H), 6.39 (d, br., J=8 Hz, 1H), 6.81 (d, J=9.0 Hz, 2H), 6.81-6.88 (m, 1H), 6.98-7.08 (m, 2H), 7.12 (ddd, J=J=7.5 Hz, J=1.2 Hz, 1H), 7.15-7.26 (m, 2H), 7.18 (d, J=9.0 Hz, 2H), 7.42 (ddd, J=J=7.4 Hz, J=1.2 Hz, 1H), 7.53 (“t”, J≈7 Hz, 2H), 7.90 (“d”, J≈7 Hz, 1H), 7... Starting materials: Cl (Hydrogen chloride), O1CCOCC1 (1,4-dioxane), C(#N)C=1NC(N(C1)C1CCN(CC1)C(=O)OC(C)(C)C)=O (tert-Butyl 4-(4-cyano-2-oxo-2,3-dihydroimidazol-1-yl)piperidine-1-carboxylate). The solvent is C(C)(=O)OCC (ethyl acetate). Run at time 18 hour. The product is Cl.O=C1N(C=C(N1)C#N)C1CCNCC1 (2-oxo-1-(piperidin-4-yl)-2,3-dihydro-1H-imidazole-4-carbonitrile hydrochloride). RXN SMILES: [C:1]([C:3]1[NH:4][C:5](=[O:21])[N:6]([CH:8]2[CH2:13][CH2:12][N:11](C(OC(C)(C)C)=O)[CH2:10][CH2:9]2)[CH:7]=1)#[N:2].[ClH:22].O1CCOCC1>C(OCC)(=O)C>[ClH:22].[O:21]=[C:5]1[NH:4][C:3]([C:1]#[N:2])=[CH:7][N:6]1[CH:8]1[CH2:13][CH2:12][NH:11][CH2:10][CH2:9]1 |f:4.5|. Procedure details: tert-Butyl 4-(4-cyano-2-oxo-2,3-dihydroimidazol-1-yl)piperidine-1-carboxylate (45 mg, 0.154 mmol) was dissolved in ethyl acetate (5.0 mL). 4M Hydrogen chloride in 1,4-dioxane (10 mL, 40 mmol) was added to the mixture. Reaction was stirred at room temperature for 18 hours. Liquids were decanted off. Remaining solids were dissolved in methanol and then transferred to a smaller flask. Material was concentrated by roto-vap. Residue was treated with dichloromethane and then concentrated to dryness. T... Reactants: C1(=CC=CC=C1)C1=NCCC(C2=C1C=CC=C2)=O (3,4-dihydro-1-phenyl-5H-2-benzazepin-5-one), COC(N(C)C)OC (dimethylformamide dimethyl acetal). Yields the product C1(=CC=CC=C1)C1=NCC(C(C2=C1C=CC=C2)=O)=CN(C)C (3,4-Dihydro-1-phenyl-4-[(dimethylamino)methylene]-5H-2-benzazepin-5-one). Reaction SMILES: [C:1]1([C:7]2[C:13]3[CH:14]=[CH:15][CH:16]=[CH:17][C:12]=3[C:11](=[O:18])[CH2:10][CH2:9][N:8]=2)[CH:6]=[CH:5][CH:4]=[CH:3][CH:2]=1.CO[CH:21](OC)[N:22]([CH3:24])[CH3:23]>>[C:1]1([C:7]2[C:13]3[CH:14]=[CH:15][CH:16]=[CH:17][C:12]=3[C:11](=[O:18])[C:10](=[CH:21][N:22]([CH3:24])[CH3:23])[CH2:9][N:8]=2)[CH:2]=[CH:3][CH:4]=[CH:5][CH:6]=1. Reported procedure: A mixture of 5.2 g (22 mmole) of 3,4-dihydro-1-phenyl-5H-2-benzazepin-5-one and 43 ml of dimethylformamide dimethyl acetal was refluxed for 4 hr. The mixture was concentrated at reduced pressure to dryness. The residue was crystallized with ether to give a yellow solid, mp 131°-133° C. Recrystallization from ether gave yellow prisms, mp 131°-132° C. Reactants: C(#N)C1CC2CCC(C1)N2C(=O)OC(C)(C)C (tert-Butyl 3-cyano-8-azabicyclo[3.2.1]octane-8-carboxylate), [H-].C(C(C)C)[Al+]CC(C)C (diisobutyl aluminum hydride), O1CCCC1 (tetrahydrofuran). Yields the product C(=O)C1CC2CCC(C1)N2C(=O)OC(C)(C)C (tert-butyl 3-formyl-8-azabicyclo[3.2.1]octane-8-carboxylate). RXN SMILES: [C:1]([CH:3]1[CH2:9][CH:8]2[N:10]([C:11]([O:13][C:14]([CH3:17])([CH3:16])[CH3:15])=[O:12])[CH:5]([CH2:6][CH2:7]2)[CH2:4]1)#N.[H-].C([Al+]CC(C)C)C(C)C.[O:28]1CCCC1>>[CH:1]([CH:3]1[CH2:9][CH:8]2[N:10]([C:11]([O:13][C:14]([CH3:17])([CH3:16])[CH3:15])=[O:12])[CH:5]([CH2:6][CH2:7]2)[CH2:4]1)=[O:28] |f:1.2|. Reported procedure: tert-Butyl 3-cyano-8-azabicyclo[3.2.1]octane-8-carboxylate was reacted in the presence of diisobutyl aluminum hydride in tetrahydrofuran to produce tert-butyl 3-formyl-8-azabicyclo[3.2.1]octane-8-carboxylate. The reactants are NC1=CC=CC=C1 (aniline), C(C)(C)(C)ON=O (t-butylnitrite), C(C)(C)(C)ON=O (t-butylnitrite), C(C=C)Br (allyl bromide), BrC1=C(N)C=C(C=C1)[N+](=O)[O-] (2-bromo-5-nitroaniline). Run in CC#N (CH3CN). Reaction conditions: temperature 37.5 celsius, time 1 hour. Product: C(C=C)C1=C(C=CC(=C1)[N+](=O)[O-])Br (allyl-2-bromo-5-nitrobenzene). Yield: 78.2%. RXN SMILES: [C:1](ON=O)(C)([CH3:3])[CH3:2].C(Br)C=C.[Br:12][C:13]1[CH:19]=[CH:18][C:17]([N+:20]([O-:22])=[O:21])=[CH:16][C:14]=1N.NC1C=CC=CC=1>CC#N>[CH2:3]([C:14]1[CH:16]=[C:17]([N+:20]([O-:22])=[O:21])[CH:18]=[CH:19][C:13]=1[Br:12])[CH:1]=[CH2:2]. Reported procedure: To a solution of t-butylnitrite (535 μl, 4.5 mmol) and allyl bromide (3.9 ml, 45.0 mmol) in CH3CN (3 ml), 2-bromo-5-nitroaniline (651 mg, 3.0 mmol) was added during 20 minutes, while maintaining the temperature of the reaction mixture at 35-40° C. At the end of the addition of the aniline, extra t-butylnitrite (180 μl, 1.5 mmol) was added to the reaction mixture which then was stirred at 23° C. for one hour. The volatile material in the reaction mixture was removed at reduced pressure. Column ch...